Task: describe an organic reaction: reactants, conditions, products, and yield. Dataset: the Open Reaction Database (ORD), a public repository of structured organic reaction records Reactants: NC1=C(C=CC=C1)S(=O)(=O)NC(=O)NC1=NC(=CC(=N1)OC)C (2-Amino-N-[(4-methoxy-6-methylpyrimidin-2-yl) aminocarbonyl]benzenesulfonamide), C=C=O (ketene). Run in ClCCl (dichloromethane). Reaction conditions: time 15 minute. The product is C(C)(=O)NC1=C(C=CC=C1)S(=O)(=O)NC(=O)NC1=NC(=CC(=N1)OC)C (2-Acetamido-N-[(4-methoxy-6-methylpyrimidin-2-yl)aminocarbonyl]benzenesulfonamide). Reaction SMILES: [NH2:1][C:2]1[CH:7]=[CH:6][CH:5]=[CH:4][C:3]=1[S:8]([NH:11][C:12]([NH:14][C:15]1[N:20]=[C:19]([O:21][CH3:22])[CH:18]=[C:17]([CH3:23])[N:16]=1)=[O:13])(=[O:10])=[O:9].[CH2:24]=[C:25]=[O:26]>ClCCl>[C:25]([NH:1][C:2]1[CH:7]=[CH:6][CH:5]=[CH:4][C:3]=1[S:8]([NH:11][C:12]([NH:14][C:15]1[N:20]=[C:19]([O:21][CH3:22])[CH:18]=[C:17]([CH3:23])[N:16]=1)=[O:13])(=[O:10])=[O:9])(=[O:26])[CH3:24]. Procedure: 2-Amino-N-[(4-methoxy-6-methylpyrimidin-2-yl) aminocarbonyl]benzenesulfonamide (1.0 g) suspended in 25 ml of dichloromethane was treated with ketene for 10 minutes (ca. 0.4 mole/hr). The mixture was allowed to stand and after 15 minutes a light orange solution resulted. Evaporation of the solvent gave an orange glassy oil which was triturated with water and allowed to stand for 16 hours. The white solid thus obtained was removed by filtration and dried in-vacuo to yield 0.24 g of the desired pro... Reactants: CS(C)=O, [Cu]I, Cc1ccccc1I, [K+], [K+], [K+], Nc1ncccc1-c1ccc(O)cc1, O=C(O)c1ccccn1, O=P([O-])([O-])[O-]. Yields the product Cc1ccccc1Oc1ccc(-c2cccnc2N)cc1. RXN SMILES: [CH3:42][S:43]([CH3:44])=[O:45].[Cu:40][I:41].[I:32][c:33]1[c:34]([CH3:39])[cH:35][cH:36][cH:37][cH:38]1.[K+:29].[K+:30].[K+:31].[NH2:10][c:11]1[n:12][cH:13][cH:14][cH:15][c:16]1-[c:17]1[cH:18][cH:19][c:20]([OH:23])[cH:21][cH:22]1.[OH:1][C:2]([c:3]1[n:4][cH:5][cH:6][cH:7][cH:8]1)=[O:9].[P:24]([O-:25])([O-:26])([O-:27])=[O:28]>>[NH2:10][c:11]1[n:12][cH:13][cH:14][cH:15][c:16]1-[c:17]1[cH:18][cH:19][c:20]([O:23][c:33]2[c:34]([CH3:39])[cH:35][cH:36][cH:37][cH:38]2)[cH:21][cH:22]1. The reactants are CC(=O)N1CC(C)(C)c2ccc([N+](=O)[O-])cc21, Cl, C1COCCO1. Yields the product CC1(C)CNc2cc([N+](=O)[O-])ccc21. Reaction SMILES: [CH3:1][C:2]1([CH3:17])[CH2:3][N:4]([C:14](=[O:15])[CH3:16])[c:5]2[cH:6][c:7]([N+:11](=[O:12])[O-:13])[cH:8][cH:9][c:10]21.[ClH:24].[O:18]1[CH2:19][CH2:20][O:21][CH2:22][CH2:23]1>>[CH3:1][C:2]1([CH3:17])[CH2:3][NH:4][c:5]2[cH:6][c:7]([N+:11](=[O:12])[O-:13])[cH:8][cH:9][c:10]21.